The task is: describe an organic reaction: reactants, conditions, products, and yield. This data is from the Open Reaction Database (ORD), a public repository of structured organic reaction records. Starting materials: COC1OC(CC1)OC (2,5-dimethoxy tetrahydrofuran), Cl.NCCCC(=O)OCC (Ethyl 4-aminobutanoate hydrochloride). Run in C(C)(=O)O (acetic acid), C(C)(=O)O (acetic acid). Yields the product N1(C=CC=C1)CCCC(=O)OCC (ethyl 4-(1-pyrryl)butanoate). Reaction SMILES: Cl.[NH2:2][CH2:3][CH2:4][CH2:5][C:6]([O:8][CH2:9][CH3:10])=[O:7].CO[CH:13]1[CH2:17][CH2:16][CH:15](OC)O1>C(O)(=O)C>[N:2]1([CH2:3][CH2:4][CH2:5][C:6]([O:8][CH2:9][CH3:10])=[O:7])[CH:13]=[CH:17][CH:16]=[CH:15]1 |f:0.1|. Procedure details: Ethyl 4-aminobutanoate hydrochloride (0.2 mole) is added to 300 ml glacial acetic acid containing (0.3 mole) sodium acetate. The mixture is heated until the solution becomes clear and then 2,5-dimethoxy tetrahydrofuran (about 0.2 mole) is added as quickly as possible. The solution is refluxed for an additional two minutes and the acetic acid is flash evaporated. The residue is distilled to give ethyl 4-(1-pyrryl)butanoate. The acid is obtained by hydrolyzing the ester in alcoholic sodium hydroxi... Starting materials: C=1(C(=CC=CC1)Br)C (o-tolyl bromide), P(OCC)(OCC)[O-] (diethyl phosphite), [Mg] (magnesium), II (iodine), Cl (HCl). Solvent: C1CCOC1 (THF), C1CCOC1 (THF), O (Water), C1CCOC1 (THF), C1(=CC=CC=C1)C (toluene). Reaction conditions: temperature 40 celsius, time 30 minute. Yields the product CC1=C(C=CC=C1)P(C1=C(C=CC=C1)C)=O (bis(2-methylphenyl)phosphine oxide). The yield is 39.8%. As a reaction SMILES: [Mg].II.[C:4]1([CH3:11])[C:5](Br)=[CH:6][CH:7]=[CH:8][CH:9]=1.[P:12]([O-:19])(OCC)OCC.Cl>C1COCC1.C1(C)C=CC=CC=1.O>[CH3:11][C:4]1[CH:9]=[CH:8][CH:7]=[CH:6][C:5]=1[PH:12](=[O:19])[C:9]1[CH:8]=[CH:7][CH:6]=[CH:5][C:4]=1[CH3:11]. Procedure details: Under an argon atmosphere, a solution of magnesium (3.55 g, 1.0 equivalent) and a small amount of iodine in THF (40 mL) was stirred at room temperature for 1 hr. A solution of o-tolyl bromide (25 g, 0.146 moL) in THF (5 mL) was added at 30° C. After stirring at 40° C. for 30 min., the mixture was stirred at 5° C. for 1 hr. Then, a solution of diethyl phosphite (10.08 g, 0.5 equivalent) in THF (10 mL) was added at 5° C., and the mixture was stirred at 5° C. for 1 hr. Water (20 mL) was added at 3°... Reactants: BrC=1N(C=C(N1)[N+](=O)[O-])CC1(OC1)C (2-Bromo-1-(2-methyl-oxiranylmethyl)-4-nitro-1H-imidazole), IC1=CC=C(N)C=C1 (4-iodoaniline). The reagents and catalysts are O.O.O.O.O.O.[Co](Cl)Cl (cobalt (II) chloride hexahydrate). Run in C(C)#N (acetonitrile). Reaction conditions: temperature 60 celsius, time 3 hour. The product is IC1=CC=C(C=C1)NCC1(CN2C(O1)=NC(=C2)[N+](=O)[O-])C ((4-Iodo-phenyl)-(2-methyl-6-nitro-2,3-dihydro-imidazo[2,1-b]oxazol-2-ylmethyl)-amine). The yield is 11.2%. RXN SMILES: Br[C:2]1[N:3]([CH2:10][C:11]2([CH3:14])[CH2:13][O:12]2)[CH:4]=[C:5]([N+:7]([O-:9])=[O:8])[N:6]=1.[I:15][C:16]1[CH:22]=[CH:21][C:19]([NH2:20])=[CH:18][CH:17]=1>C(#N)C.O.O.O.O.O.O.[Co](Cl)Cl>[I:15][C:16]1[CH:22]=[CH:21][C:19]([NH:20][CH2:13][C:11]2([CH3:14])[O:12][C:2]3=[N:6][C:5]([N+:7]([O-:9])=[O:8])=[CH:4][N:3]3[CH2:10]2)=[CH:18][CH:17]=1 |f:3.4.5.6.7.8.9|. Procedure: 2-Bromo-1-(2-methyl-oxiranylmethyl)-4-nitro-1H-imidazole (prepared as described by Goto, F.; et al: WO 2004035547; 0.54 g, 2 mmol), 4-iodoaniline (1.31 g, 6 mmol) and cobalt (II) chloride hexahydrate were suspended in 15 mL acetonitrile and stirred at 60° C. for 3 hours. The resulting mixture was filtered through a Celite pad and washed with EtOAc. Upon removing solvent, brown solid precipitated out. The precipitate (˜200 mg) was dried and dissolved in 5 mL DMF. The solution was cooled to −78° C...